From a dataset of the Open Reaction Database (ORD), a public repository of structured organic reaction records. describe an organic reaction: reactants, conditions, products, and yield Starting materials: BrC=1C=NC=CC1\C=C/1\C(C2=CC(=C(C=C2C1)OC)OC)=O ((2E)-2-[(3-bromo-4-pyridyl)methylene]-5,6-dimethoxy-indan-1-one), C(C)OC(=C)[Sn](CCCC)(CCCC)CCCC ((1-ethoxyvinyl)tri(n-butyl)stannane), Cl (HCl). The reagents and catalysts are C=1C=CC(=CC1)/C=C/C(=O)/C=C/C2=CC=CC=C2.C=1C=CC(=CC1)/C=C/C(=O)/C=C/C2=CC=CC=C2.[Pd] (Pd(dba)2), C1=CC=C(C=C1)P(C2=CC=CC=C2)C3=CC=CC=C3 (PPh3). Run in C1(=CC=CC=C1)C (toluene), C1(=CC=CC=C1)C (toluene). Run at temperature 110 celsius, time 8 hour. Yields the product C(C)(=O)C=1C=NC=CC1\C=C/1\C(C2=CC(=C(C=C2C1)OC)OC)=O ((2E)-2-[(3-acetyl-4-pyridyl)methylene]-5,6-dimethoxy-indan-1-one). Yield: 81.0%. Reaction SMILES: Br[C:2]1[CH:3]=[N:4][CH:5]=[CH:6][C:7]=1/[CH:8]=[C:9]1/[C:10](=[O:22])[C:11]2[C:16]([CH2:17]/1)=[CH:15][C:14]([O:18][CH3:19])=[C:13]([O:20][CH3:21])[CH:12]=2.[CH2:23]([O:25]C([Sn](CCCC)(CCCC)CCCC)=C)[CH3:24].Cl>C1(C)C=CC=CC=1.C1C=CC(/C=C/C(/C=C/C2C=CC=CC=2)=O)=CC=1.C1C=CC(/C=C/C(/C=C/C2C=CC=CC=2)=O)=CC=1.[Pd].C1C=CC(P(C2C=CC=CC=2)C2C=CC=CC=2)=CC=1>[C:23]([C:2]1[CH:3]=[N:4][CH:5]=[CH:6][C:7]=1/[CH:8]=[C:9]1/[C:10](=[O:22])[C:11]2[C:16]([CH2:17]/1)=[CH:15][C:14]([O:18][CH3:19])=[C:13]([O:20][CH3:21])[CH:12]=2)(=[O:25])[CH3:24] |f:4.5.6|. Reported procedure: A toluene solution (3 mL) of compound 89 (0.4 g, 1.1 mmol), Pd(dba)2 (25.3 mg, 0.044 mmol) and PPh3 (23.1 mg, 0.088 mmol) was stirred at room temperature under argon for 15 min. Then, (1-ethoxyvinyl)tri(n-butyl)stannane (0.38 mL, 1.1 mmol) in toluene (3 mL) was added and the resulting mixture was stirred overnight at 110° C., cooled to room temperature and filtered on Celite, washed with EtOAc and concentrated under reduced pressure. Purification on silica gel (gradient of EtOAc in Petroleum eth... The reactants are BrN1C(CCC1=O)=O (N-bromosuccinimide), C(=CC)C1=NC2=CC=C(C=C2C(N1)=O)C (2-propenyl-6-methyl-4(3H)-quinazolone). The reagents and catalysts are C(C1=CC=CC=C1)(=O)OOC(C1=CC=CC=C1)=O (dibenzoylperoxide). Run in C(Cl)(Cl)(Cl)Cl (carbon tetrachloride). Yields the product BrCC=CC1=NC2=CC=C(C=C2C(N1)=O)C (2-(3-bromopropenyl)-6-methyl-4(3H)-quinazolone). Isolated yield 43.5%. Reaction SMILES: [Br:1]N1C(=O)CCC1=O.[CH:9]([C:12]1[NH:21][C:20](=[O:22])[C:19]2[C:14](=[CH:15][CH:16]=[C:17]([CH3:23])[CH:18]=2)[N:13]=1)=[CH:10][CH3:11]>C(OOC(=O)C1C=CC=CC=1)(=O)C1C=CC=CC=1.C(Cl)(Cl)(Cl)Cl>[Br:1][CH2:11][CH:10]=[CH:9][C:12]1[NH:21][C:20](=[O:22])[C:19]2[C:14](=[CH:15][CH:16]=[C:17]([CH3:23])[CH:18]=2)[N:13]=1. Procedure details: 16.0 g (0.08 moles) of N-bromosuccinimide, 14.0 g (0.07 moles) of 2-propenyl-6-methyl-4(3H)-quinazolone and 0.05 g of dibenzoylperoxide in 500 mls. of carbon tetrachloride are boiled under a reflux for 16 hours. The reaction mixture is evaporated to dryness in vacuo and the succinimide is remoed from the residue by boiling out with water several times. The residue which has been purified in this way is then purified by dissolving once again in a 9:1 mixture of methyl alcohol/chloroform and in th... Starting materials: C1CCOC1, CCn1cc2c(n1)c(=O)[nH]c1ccccc12, [Li]CCCC, CC#N, Cl, CN(C)C=O. Product: CCn1nc2c(=O)[nH]c3ccccc3c2c1C=O. RXN SMILES: [CH2:17]1[CH2:19][CH2:18][CH2:20][O:21]1.[CH2:1]([CH3:2])[n:3]1[n:4][c:5]2[c:6](=[O:16])[nH:7][c:8]3[cH:9][cH:10][cH:11][cH:12][c:13]3[c:14]2[cH:15]1.[CH2:22]([Li:23])[CH2:24][CH2:25][CH3:26].[CH3:28][C:29]#[N:30].[ClH:27].[O:31]=[CH:32][N:33]([CH3:34])[CH3:35]>>[CH2:1]([CH3:2])[n:3]1[n:4][c:5]2[c:6](=[O:16])[nH:7][c:8]3[cH:9][cH:10][cH:11][cH:12][c:13]3[c:14]2[c:15]1[CH:20]=[O:21]. Reactants: C(C)OC(=O)C=1C(OC2=C(C1C1=CC=CC=C1)C=C(C=C2)Cl)=O (6-chloro-2-oxo-4-phenyl-2H-1-benzopyran-3-carboxylic acid ethyl ester). The reagents and catalysts are [Pt]=O (platinum oxide). The solvent is C(C)O (ethanol). Reaction conditions: time 3 hour. Yields the product C(C)OC(=O)C1C(OC2=C(C1C1=CC=CC=C1)C=C(C=C2)Cl)=O (6-chloro-3,4-dihydro-2-oxo-4-phenyl-2H-1-benzopyran-3-carboxylic acid ethyl ester). The yield is 50.6%. Reaction SMILES: [CH2:1]([O:3][C:4]([C:6]1[C:7](=[O:23])[O:8][C:9]2[CH:21]=[CH:20][C:19]([Cl:22])=[CH:18][C:10]=2[C:11]=1[C:12]1[CH:17]=[CH:16][CH:15]=[CH:14][CH:13]=1)=[O:5])[CH3:2]>C(O)C.[Pt]=O>[CH2:1]([O:3][C:4]([CH:6]1[CH:11]([C:12]2[CH:17]=[CH:16][CH:15]=[CH:14][CH:13]=2)[C:10]2[CH:18]=[C:19]([Cl:22])[CH:20]=[CH:21][C:9]=2[O:8][C:7]1=[O:23])=[O:5])[CH3:2]. Procedure: To a solution of 6-chloro-2-oxo-4-phenyl-2H-1-benzopyran-3-carboxylic acid ethyl ester (4.4 g) in ethanol (300 ml) was added platinum oxide (0.30 g), followed by stirring at room temperature in a hyarogen atmosphere (3 to 4 atm) for 3 hours. After the catalyst was filtered off, the flitrate was distilled to remove the solvent, followed by treatment of the residue with isopropyl ether, to yield 6-chloro-3,4-dihydro-2-oxo-4-phenyl-2H-1-benzopyran-3-carboxylic acid ethyl ester as colorless crystals... Starting materials: BrC1=CC=C2C(=NNC2=C1)OC (6-bromo-3-methoxy-1H-indazole), C(C)OC(C=CC1=NC(=CC=C1)C)=O (3-(6-methyl-pyridin-2-yl)-acrylic acid ethyl ester), C(C)OC(C=C(C1=CC=CC=C1)C1=C2C(=CNC2=CC=C1)C#N)=O (3-(3-Cyano-1H-Indol-4-yl)-3-phenyl-acrylic acid ethyl ester). The product is C(C)OC(C=C(C1=NC(=CC=C1)C)C1=CC=C2C(=NNC2=C1)OC)=O (3-(3-Methoxy-1H-indazol-6-yl)-3-(6-methyl-pyridin-2-yl)-acrylic acid ethyl ester). As a reaction SMILES: Br[C:2]1[CH:10]=[C:9]2[C:5]([C:6]([O:11][CH3:12])=[N:7][NH:8]2)=[CH:4][CH:3]=1.[CH2:13]([O:15][C:16](=[O:26])[CH:17]=[CH:18][C:19]1[CH:24]=[CH:23][CH:22]=[C:21]([CH3:25])[N:20]=1)[CH3:14].C(OC(=O)C=C(C1C=CC=C2C=1C(C#N)=CN2)C1C=CC=CC=1)C>>[CH2:13]([O:15][C:16](=[O:26])[CH:17]=[C:18]([C:2]1[CH:10]=[C:9]2[C:5]([C:6]([O:11][CH3:12])=[N:7][NH:8]2)=[CH:4][CH:3]=1)[C:19]1[CH:24]=[CH:23][CH:22]=[C:21]([CH3:25])[N:20]=1)[CH3:14]. Procedure details: 3-(3-Methoxy-1H-indazol-6-yl)-3-(6-methyl-pyridin-2-yl)-acrylic acid ethyl ester CCLIII was prepared from 6-bromo-3-methoxy-1H-indazole and 3-(6-methyl-pyridin-2-yl)-acrylic acid ethyl ester using the procedure described for preparation of 3-(3-Cyano-1H-Indol-4-yl)-3-phenyl-acrylic acid ethyl ester LVIII (Example 14). Starting materials: CCOC(=O)CP(=O)(OCC)OCC, Cc1oc(-c2ccccc2)nc1Cc1cc2cc(C=O)ccc2o1. Product: CCOC(=O)C=Cc1ccc2oc(Cc3nc(-c4ccccc4)oc3C)cc2c1. As a reaction SMILES: [CH3:25][CH2:26][O:27][C:28](=[O:29])[CH2:30][P:31]([O:32][CH2:33][CH3:34])([O:35][CH2:36][CH3:37])=[O:38].[CH:1](=[O:2])[c:3]1[cH:4][cH:5][c:6]2[c:7]([cH:8][c:9]([CH2:11][c:12]3[n:13][c:14](-[c:18]4[cH:19][cH:20][cH:21][cH:22][cH:23]4)[o:15][c:16]3[CH3:17])[o:10]2)[cH:24]1>>[CH:1]([c:3]1[cH:4][cH:5][c:6]2[c:7]([cH:8][c:9]([CH2:11][c:12]3[n:13][c:14](-[c:18]4[cH:19][cH:20][cH:21][cH:22][cH:23]4)[o:15][c:16]3[CH3:17])[o:10]2)[cH:24]1)=[CH:30][C:28]([O:27][CH2:26][CH3:25])=[O:29]. Starting materials: C(C1=CC=CC=C1)OC1=NN(C=C1/C=C/P(OCC)(OCC)=O)C1=CC=CC=C1 (Diethyl (E)-2-(3-benzyloxy-1-phenyl-1H-pyrazol-4-yl)ethenylphosphonate). The reagents and catalysts are [Pd] (palladium on carbon). Run in O1CCCC1 (tetrahydrofuran). Product: OC1=NN(C=C1CCP(OCC)(OCC)=O)C1=CC=CC=C1 (diethyl 2-(3-hydroxy-1-phenyl-1H-pyrazol-4-yl)ethylphosphonate). Yield: 77.2%. RXN SMILES: C([O:8][C:9]1[C:13](/[CH:14]=[CH:15]/[P:16](=[O:23])([O:20][CH2:21][CH3:22])[O:17][CH2:18][CH3:19])=[CH:12][N:11]([C:24]2[CH:29]=[CH:28][CH:27]=[CH:26][CH:25]=2)[N:10]=1)C1C=CC=CC=1>[Pd].O1CCCC1>[OH:8][C:9]1[C:13]([CH2:14][CH2:15][P:16](=[O:23])([O:17][CH2:18][CH3:19])[O:20][CH2:21][CH3:22])=[CH:12][N:11]([C:24]2[CH:29]=[CH:28][CH:27]=[CH:26][CH:25]=2)[N:10]=1. Procedure details: Diethyl (E)-2-(3-benzyloxy-1-phenyl-1H-pyrazol-4-yl)ethenylphosphonate (0.89 g), 5% palladium on carbon (1.0 g) and tetrahydrofuran (50 mL) were subjected to catalytic reduction under a hydrogen atmosphere and atmospheric pressure. The catalyst was filtered off and the filtrate was concentrated to give diethyl 2-(3-hydroxy-1-phenyl-1H-pyrazol-4-yl)ethylphosphonate as colorless crystals (0.54 g, yield 76%). Recrystallization from ethyl acetate-hexane gave colorless prism crystals. melting point: ...